Dataset: the Open Reaction Database (ORD), a public repository of structured organic reaction records. Task: describe an organic reaction: reactants, conditions, products, and yield Reactants: CC(C)(CC1(C(F)(F)F)CO1)c1cccc2c1OCC2, CS(C)=O, CO, Nc1cccc2c1cnn2-c1ccncc1. Yields the product CC(C)(CC(O)(CNc1cccc2c1cnn2-c1ccncc1)C(F)(F)F)c1cccc2c1OCC2. As a reaction SMILES: [CH3:1][C:2]([CH2:3][C:4]1([C:7]([F:8])([F:9])[F:10])[O:5][CH2:6]1)([CH3:11])[c:12]1[cH:13][cH:14][cH:15][c:16]2[c:20]1[O:19][CH2:18][CH2:17]2.[CH3:37][S:38]([CH3:39])=[O:40].[CH3:41][OH:42].[n:21]1[cH:22][cH:23][c:24](-[n:27]2[n:28][cH:29][c:30]3[c:31]([NH2:36])[cH:32][cH:33][cH:34][c:35]23)[cH:25][cH:26]1>>[CH3:1][C:2]([CH2:3][C:4]([OH:5])([CH2:6][NH:36][c:31]1[c:30]2[cH:29][n:28][n:27](-[c:24]3[cH:23][cH:22][n:21][cH:26][cH:25]3)[c:35]2[cH:34][cH:33][cH:32]1)[C:7]([F:8])([F:9])[F:10])([CH3:11])[c:12]1[cH:13][cH:14][cH:15][c:16]2[c:20]1[O:19][CH2:18][CH2:17]2. Starting materials: CCc1[nH]c(C(=O)O)nc1Br, COC1CN(C(=O)OC(C)(C)C)CCC1N, On1nnc2ccccc21. Yields the product CCc1[nH]c(C(=O)NC2CCN(C(=O)OC(C)(C)C)CC2OC)nc1Br. As a reaction SMILES: [Br:17][c:18]1[n:19][c:20]([C:25](=[O:26])[OH:27])[nH:21][c:22]1[CH2:23][CH3:24].[NH2:1][CH:2]1[CH:3]([O:15][CH3:16])[CH2:4][N:5]([C:8](=[O:9])[O:10][C:11]([CH3:12])([CH3:13])[CH3:14])[CH2:6][CH2:7]1.[OH:28][n:29]1[c:30]2[c:31]([cH:32][cH:33][cH:34][cH:35]2)[n:36][n:37]1>>[NH:1]([CH:2]1[CH:3]([O:15][CH3:16])[CH2:4][N:5]([C:8](=[O:9])[O:10][C:11]([CH3:12])([CH3:13])[CH3:14])[CH2:6][CH2:7]1)[C:25]([c:20]1[n:19][c:18]([Br:17])[c:22]([CH2:23][CH3:24])[nH:21]1)=[O:26]. As a reaction SMILES: [F:1][CH2:2][CH2:3][NH:4][CH:5]1[CH2:10][CH2:9][CH:8]([NH:11][C:12]2[C:23]3[C:22]4[CH2:21][CH2:20][CH2:19][C:18]=4[S:17][C:16]=3[N:15]=[CH:14][N:13]=2)[CH2:7][CH2:6]1.C=O.[BH-](OC(C)=O)(OC(C)=O)O[C:28](C)=O.[Na+]>CO>[F:1][CH2:2][CH2:3][N:4]([CH3:28])[CH:5]1[CH2:10][CH2:9][CH:8]([NH:11][C:12]2[C:23]3[C:22]4[CH2:21][CH2:20][CH2:19][C:18]=4[S:17][C:16]=3[N:15]=[CH:14][N:13]=2)[CH2:7][CH2:6]1 |f:2.3|. Solvent: CO (methanol). The yield is 45.7%. Procedure: A solution of 1-N-(2-fluoroethyl)-4-N-[7-thia-9,11-diazatricyclo[6.4.0.0[2,6]]dodeca-1(8),2(6),9,11-tetraen-12-yl]cyclohexane-1,4-diamine (100 mg, 0.30 mmol, 1.00 equiv) in methanol (10 mL) was added HCHO (37%, 1 mL) and the resulting mixture was stirred at room temperature for 0.5 h. The NaBH(OAc)3 (250 mg, 1.18 mmol, 4.00 equiv) was added and the resulting solution was stirred for additional 1 h at ambient temperature. After completion of the reaction, the reaction was then quenched with satur... The reactants are FCCNC1CCC(CC1)NC1=NC=NC=2SC=3CCCC3C12 (1-N-(2-fluoroethyl)-4-N-[7-thia-9,11-diazatricyclo[6.4.0.0[2,6]]dodeca-1(8),2(6),9,11-tetraen-12-yl]cyclohexane-1,4-diamine), C=O (HCHO), [BH-](OC(=O)C)(OC(=O)C)OC(=O)C.[Na+] (NaBH(OAc)3). Reaction conditions: time 0.5 hour. Product: FCCN(C1CCC(CC1)NC1=NC=NC=2SC=3CCCC3C12)C (1-N-(2-fluoroethyl)-1-N-methyl-4-N-[7-thia-9,11-diazatricyclo[6.4.0.0[2,6]]dodeca-1(8),2(6),9,11-tetraen-12-yl]cyclohexane-1,4-diamine). Starting materials: CCO, COC(=O)C(F)CCc1ccccc1, [K+], [OH-]. Yields the product O=C(O)C(F)CCc1ccccc1. As a reaction SMILES: [CH3:17][CH2:18][OH:19].[CH3:1][O:2][C:3]([CH:4]([CH2:5][CH2:6][c:7]1[cH:8][cH:9][cH:10][cH:11][cH:12]1)[F:13])=[O:14].[K+:16].[OH-:15]>>[O:2]=[C:3]([CH:4]([CH2:5][CH2:6][c:7]1[cH:8][cH:9][cH:10][cH:11][cH:12]1)[F:13])[OH:14].